describe an organic reaction: reactants, conditions, products, and yield From a dataset of the Open Reaction Database (ORD), a public repository of structured organic reaction records. Starting materials: C(#N)C=1C=CC2=C(C=C(O2)C(=O)NC2=CC=C(OCC(=O)OC(C)(C)C)C=C2)C1 (t-Butyl 4-[(5-cyano-2-benzofuranyl)carbonylamino]phenoxyacetate), S (hydrogen sulfide). The solvent is N1=CC=CC=C1 (pyridine), C(C)N(CC)CC (triethylamine). Reaction conditions: time 18 hour. Yields the product C(N)(=S)C=1C=CC2=C(C=C(O2)C(=O)NC2=CC=C(OCC(=O)OC(C)(C)C)C=C2)C1 (t-butyl 4-[(5-thiocarbamoyl-2-benzofuranyl)carbonylamino]phenoxyacetate). As a reaction SMILES: [C:1]([C:3]1[CH:4]=[CH:5][C:6]2[O:10][C:9]([C:11]([NH:13][C:14]3[CH:28]=[CH:27][C:17]([O:18][CH2:19][C:20]([O:22][C:23]([CH3:26])([CH3:25])[CH3:24])=[O:21])=[CH:16][CH:15]=3)=[O:12])=[CH:8][C:7]=2[CH:29]=1)#[N:2].[SH2:30]>N1C=CC=CC=1.C(N(CC)CC)C>[C:1]([C:3]1[CH:4]=[CH:5][C:6]2[O:10][C:9]([C:11]([NH:13][C:14]3[CH:28]=[CH:27][C:17]([O:18][CH2:19][C:20]([O:22][C:23]([CH3:24])([CH3:25])[CH3:26])=[O:21])=[CH:16][CH:15]=3)=[O:12])=[CH:8][C:7]=2[CH:29]=1)(=[S:30])[NH2:2]. Procedure: t-Butyl 4-[(5-cyano-2-benzofuranyl)carbonylamino]phenoxyacetate (430 mg, 1.10 mmol) was dissolved in a mixed solution of pyridine (30 ml) and triethylamine (7 ml), and hydrogen sulfide gas was blown in for 10 minutes at room temperature, which was followed by stirring for 18 hours. Low boiling matters were distilled away from the reaction mixture under reduced pressure and the residue was dissolved in ethyl acetate. The mixture was washed with a 2N aqueous potassium hydrogensulfate solution, wat... Product: BrC(C)C1=NC=C(C#N)C=C1 (6-(1-Bromo-ethyl)-nicotinonitrile). Procedure: A solution of 5-bromo-2-ethylpyridine (500 mg, 2.69 mmol), N-bromosuccinimide (484 mg, 2.69 mmol) and 2,2′-azo-bis(isobutyronitrile) (5 mg, 0.03 mmol) in chloroform is heated at reflux for 2 h. After stirring over night at room temperature, the reaction mixture is filtered, evaporated under reduced pressure and purified by preparative reversed-phase HPLC (Gilson, XBridge, gradient of acetonitrile in water, 0.1% HCOOH). Yield: 37 mg (5% of theory); Retention time HPLC: 0.89 min (Z011_S03). Starting materials: BrC=1C=CC(=NC1)CC (5-bromo-2-ethylpyridine), BrN1C(CCC1=O)=O (N-bromosuccinimide), N(=NC(C#N)(C)C)C(C#N)(C)C (2,2′-azo-bis(isobutyronitrile)). RXN SMILES: Br[C:2]1[CH:3]=[CH:4][C:5]([CH2:8][CH3:9])=[N:6][CH:7]=1.[Br:10]N1C(=O)CCC1=O.N(C(C)(C)[C:26]#[N:27])=NC(C)(C)C#N>C(Cl)(Cl)Cl>[Br:10][CH:8]([C:5]1[CH:4]=[CH:3][C:2]([C:26]#[N:27])=[CH:7][N:6]=1)[CH3:9]. Solvent: C(Cl)(Cl)Cl (chloroform). Starting materials: OC1CCN(CC1)CC1=CC=C(C=C1)NC(=O)C1=CC2=CC(=CC=C2CC1)C1=CC=C(C=C1)C (3,4-dihydro-N-[4-(4-hydroxypiperidinomethyl)phenyl]-7-(4-methylphenyl)-naphthalene-2-carboxamide), CI (methyl iodide), C(C)(=O)OCC (ethyl acetate). Run in CN(C)C=O (DMF). Conditions: time 17 hour. The product is [I-].OC1CC[N+](CC1)(CC1=CC=C(C=C1)NC(=O)C1=CC2=CC(=CC=C2CC1)C1=CC=C(C=C1)C)C (4-hydroxy-1-methyl-1-[4-[7-(4-methylphenyl)-3,4-dihydronaphthalene-2-carboxamido]benzyl]-piperidinium iodide). RXN SMILES: [OH:1][CH:2]1[CH2:7][CH2:6][N:5]([CH2:8][C:9]2[CH:14]=[CH:13][C:12]([NH:15][C:16]([C:18]3[CH2:27][CH2:26][C:25]4[C:20](=[CH:21][C:22]([C:28]5[CH:33]=[CH:32][C:31]([CH3:34])=[CH:30][CH:29]=5)=[CH:23][CH:24]=4)[CH:19]=3)=[O:17])=[CH:11][CH:10]=2)[CH2:4][CH2:3]1.C[I:36].[C:37](OCC)(=O)C>CN(C=O)C>[I-:36].[OH:1][CH:2]1[CH2:3][CH2:4][N+:5]([CH3:37])([CH2:8][C:9]2[CH:10]=[CH:11][C:12]([NH:15][C:16]([C:18]3[CH2:27][CH2:26][C:25]4[C:20](=[CH:21][C:22]([C:28]5[CH:29]=[CH:30][C:31]([CH3:34])=[CH:32][CH:33]=5)=[CH:23][CH:24]=4)[CH:19]=3)=[O:17])=[CH:13][CH:14]=2)[CH2:6][CH2:7]1 |f:4.5|. Procedure details: In DMF (3ml) was dissolved 3,4-dihydro-N-[4-(4-hydroxypiperidinomethyl)phenyl]-7-(4-methylphenyl)-naphthalene-2-carboxamide (130mg), and to the mixture was added methyl iodide (54 μl). The mixture was stirred at room temperature for 17 hours, and to the mixture was added ethyl acetate (100ml). The resulting precipitate was filtered and recrystallized from ethyl acetate-methanol to give 4-hydroxy-1-methyl-1-[4-[7-(4-methylphenyl)-3,4-dihydronaphthalene-2-carboxamido]benzyl]-piperidinium iodide (C... The reactants are N1CCOCC1 (morpholine), O1C(COC2=NOC(=C2)C2=CC=CC=C2)C1 (3-(2,3-epoxypropoxy)-5-phenylisoxazole). The solvent is C(C)O (ethanol). The product is OC(COC1=NOC(=C1)C1=CC=CC=C1)CN1CCOCC1 (3-(2-Hydroxy-3-morpholinopropoxy)-5-phenylisoxazole). The yield is 89.2%. RXN SMILES: [NH:1]1[CH2:6][CH2:5][O:4][CH2:3][CH2:2]1.[O:7]1[CH2:22][CH:8]1[CH2:9][O:10][C:11]1[CH:15]=[C:14]([C:16]2[CH:21]=[CH:20][CH:19]=[CH:18][CH:17]=2)[O:13][N:12]=1>C(O)C>[OH:7][CH:8]([CH2:22][N:1]1[CH2:6][CH2:5][O:4][CH2:3][CH2:2]1)[CH2:9][O:10][C:11]1[CH:15]=[C:14]([C:16]2[CH:21]=[CH:20][CH:19]=[CH:18][CH:17]=2)[O:13][N:12]=1. Procedure: 17.6 g of morpholine were added to a solution of 40.0 g of 3-(2,3-epoxypropoxy)-5-phenylisoxazole (prepared as described in Preparation 4) in 400 ml of ethanol, and the mixture was heated under reflux for 5 hours. At the end of this time, the reaction mixture was concentrated by evaporation under reduced pressure, and the resulting solid residue was recrystallized from ethyl acetate, to give 50.0 g (yield 89.2%) of the title compound as colorless columnar crystals, melting at 123°-124° C. The reactants are CC(=O)Nc1nc(CSc2ccc([N+](=O)[O-])cc2)cs1, CCO, [Cl-], [Fe], [NH4+], C1CCOC1, O. The product is CC(=O)Nc1nc(CSc2ccc(N)cc2)cs1. Reaction SMILES: [C:1]([CH3:2])(=[O:3])[NH:4][c:5]1[s:6][cH:7][c:8]([CH2:10][S:11][c:12]2[cH:13][cH:14][c:15]([N+:18]([O-:19])=[O:20])[cH:16][cH:17]2)[n:9]1.[CH3:23][CH2:24][OH:25].[Cl-:21].[Fe:32].[NH4+:22].[O:27]1[CH2:28][CH2:29][CH2:30][CH2:31]1.[OH2:26]>>[C:1]([CH3:2])(=[O:3])[NH:4][c:5]1[s:6][cH:7][c:8]([CH2:10][S:11][c:12]2[cH:13][cH:14][c:15]([NH2:18])[cH:16][cH:17]2)[n:9]1. Reactants: COC(=O)c1sc(-c2ccccc2)cc1N(C(=O)C1CCC(C)CC1)C1CCN(C#N)CC1, [Li+], C1COCCO1, [OH-], O, O. Product: CC1CCC(C(=O)N(c2cc(-c3ccccc3)sc2C(=O)O)C2CCN(C#N)CC2)CC1. RXN SMILES: [CH3:1][O:2][C:3](=[O:4])[c:5]1[s:6][c:7](-[c:28]2[cH:29][cH:30][cH:31][cH:32][cH:33]2)[cH:8][c:9]1[N:10]([C:11](=[O:12])[CH:13]1[CH2:14][CH2:15][CH:16]([CH3:19])[CH2:17][CH2:18]1)[CH:20]1[CH2:21][CH2:22][N:23]([C:26]#[N:27])[CH2:24][CH2:25]1.[Li+:36].[O:38]1[CH2:39][CH2:40][O:41][CH2:42][CH2:43]1.[OH-:35].[OH2:34].[OH2:37]>>[O:2]=[C:3]([OH:4])[c:5]1[s:6][c:7](-[c:28]2[cH:29][cH:30][cH:31][cH:32][cH:33]2)[cH:8][c:9]1[N:10]([C:11](=[O:12])[CH:13]1[CH2:14][CH2:15][CH:16]([CH3:19])[CH2:17][CH2:18]1)[CH:20]1[CH2:21][CH2:22][N:23]([C:26]#[N:27])[CH2:24][CH2:25]1. The reactants are C(C=C)OC1=C(C=CC=C1)O (o-allyloxyphenol), O=CC(Cl)(Cl)Cl (chloral), C([O-])([O-])=O.[Na+].[Na+] (sodium carbonate). The solvent is O (water). Run at time 8 hour. Yields the product C(C=C)OC=1C=C(C=O)C=CC1O (3-allyloxy-4-hydroxybenzaldehyde). Reaction SMILES: [CH2:1]([O:4][C:5]1[CH:10]=[CH:9][CH:8]=[CH:7][C:6]=1[OH:11])[CH:2]=[CH2:3].[O:12]=[CH:13]C(Cl)(Cl)Cl.C(=O)([O-])[O-].[Na+].[Na+]>O>[CH2:1]([O:4][C:5]1[CH:10]=[C:9]([CH:8]=[CH:7][C:6]=1[OH:11])[CH:13]=[O:12])[CH:2]=[CH2:3] |f:2.3.4|. Procedure: 149 g (1 mol) of o-allyloxyphenol and 180 g (1.22 mols) of chloral are fused by gentle warming, 100 g of finely powdered sodium carbonate are added at 25° C. and the mixture is subsequently stirred for 8 hours. The resulting viscous mass is stored for 5 days at room temperature and then introduced into 500 ml of water. The whole is thoroughly stirred, the water is decanted and washing is repeated three more times, with 250 ml of water at a time. The viscous oil which remains is crude 2-allyloxy-...